From a dataset of the Open Reaction Database (ORD), a public repository of structured organic reaction records. describe an organic reaction: reactants, conditions, products, and yield Reactants: ClC(=O)OC (Methyl chloroformate), FC1=C(C=C(N)C=C1)[N+](=O)[O-] (4-fluoro-3-nitro aniline), CCN(C(C)C)C(C)C (DIPEA). Solvent: ClCCl (dichloromethane), ClCCl (dichloromethane). Conditions: time 8 hour. Yields the product FC1=C(C=C(C=C1)NC(OC)=O)[N+](=O)[O-] (Methyl (4-fluoro-3-nitrophenyl)carbamate). RXN SMILES: Cl[C:2]([O:4][CH3:5])=[O:3].[F:6][C:7]1[CH:13]=[CH:12][C:10]([NH2:11])=[CH:9][C:8]=1[N+:14]([O-:16])=[O:15].CCN(C(C)C)C(C)C>ClCCl>[F:6][C:7]1[CH:13]=[CH:12][C:10]([NH:11][C:2](=[O:3])[O:4][CH3:5])=[CH:9][C:8]=1[N+:14]([O-:16])=[O:15]. Procedure details: Methyl chloroformate (13.2 mL, 170.2 mmol) was added dropwise to a cold (0° C.) dichloromethane (200 mL) solution of 4-fluoro-3-nitro aniline (24.15 g, 154.7 mmol) and DIPEA (35 mL, 201 mmol). The reaction mixture was stirred at rt overnight. The solution was then diluted with 200 mL of dichloromethane and washed with 2M HCl, brine and dried over anhydrous MgSO4. The solvent was concentrated and the product was directly used for next step without further purification. Yield: 35.5 g (99%); 1H NMR... Starting materials: C([O-])([O-])=O.[Ca+2] (calcium carbonate), C1(CCCCC1)=O (cyclohexanone), S(=O)=O (Sulfur dioxide). Run in O (water). The product is O.O.O.O.O.O.OC1(CCCCC1)S(=O)(=O)[O-].[Ca+2].OC1(CCCCC1)S(=O)(=O)[O-] (calcium 1-hydroxy-1-cyclohexanesulfonate hexahydrate). Reaction SMILES: C(=O)([O-])[O-:2].[Ca+2:5].[C:6]1(=[O:12])[CH2:11][CH2:10][CH2:9][CH2:8][CH2:7]1.[S:13](=[O:15])=[O:14]>O>[OH2:2].[OH2:12].[OH2:14].[OH2:2].[OH2:2].[OH2:2].[OH:12][C:6]1([S:13]([O-:2])(=[O:15])=[O:14])[CH2:11][CH2:10][CH2:9][CH2:8][CH2:7]1.[Ca+2:5].[OH:12][C:6]1([S:13]([O-:2])(=[O:15])=[O:14])[CH2:11][CH2:10][CH2:9][CH2:8][CH2:7]1 |f:0.1,5.6.7.8.9.10.11.12.13|. Procedure details: Pure calcium 1-hydroxy-1-cyclohexanesulfonate hexahydrate was prepared by mixing 15 g of calcium carbonate (0.15 mole) with 100 g of 50 weight percent mixture of cyclohexanone in water. Sulfur dioxide was passed into the mixture until the pH was less than 0.5. The mixture was filtered, the cake washed with 100 g of methanol, then air dried and chemically analyzed. Calculated for Ca[C6H10 (OH)SO3 ]2 ·6H2O: Ca 7.9 percent, S 11.6 percent, C 28.3 percent, H 6.4 percent. Observed: Ca 7.9 percent, S ...